From a dataset of the Open Reaction Database (ORD), a public repository of structured organic reaction records. describe an organic reaction: reactants, conditions, products, and yield The reactants are COC1=CC=C(C2=CC=CC=C12)OC1=CC=C(C=C1)[N+](=O)[O-] (4-(4-methoxynaphthalen-1-yloxy)-1-nitrobenzene). Reagents/catalysts: [Pd] (Pd/C). The solvent is CCOC(=O)C (EtOAc). Product: COC1=CC=C(C2=CC=CC=C12)OC1=CC=C(N)C=C1 (4-(4-methoxy-naphthalen-1-yloxy)aniline). As a reaction SMILES: [CH3:1][O:2][C:3]1[C:12]2[C:7](=[CH:8][CH:9]=[CH:10][CH:11]=2)[C:6]([O:13][C:14]2[CH:19]=[CH:18][C:17]([N+:20]([O-])=O)=[CH:16][CH:15]=2)=[CH:5][CH:4]=1>CCOC(C)=O.[Pd]>[CH3:1][O:2][C:3]1[C:12]2[C:7](=[CH:8][CH:9]=[CH:10][CH:11]=2)[C:6]([O:13][C:14]2[CH:15]=[CH:16][C:17]([NH2:20])=[CH:18][CH:19]=2)=[CH:5][CH:4]=1. Reported procedure: The nitro intermediate (10 mmol) obtained above was dissolved in EtOAc (50 mL) and hydrogenated in the presence of 10% Pd/C (360 mg) until completion according to General Procedure H, as indicated by TLC or HPLC. The reaction mixture was then filtered to remove the catalyst. The solvent was removed in vacuuo to afford the desired 4-(4-methoxy-naphthalen-1-yloxy)aniline, which was used directly for further transformation without further purification. Starting materials: Brc1cnc2ccccc2c1, C1CCOC1, C1CCOC1, CON(C)C(=O)C(C)NC(=O)OC(C)(C)C, CCCCCC, CCOC(C)=O, CC(C)[Mg+], [Cl-], Cl. Product: CC(NC(=O)OC(C)(C)C)C(=O)c1cnc2ccccc2c1. RXN SMILES: [Br:22][c:23]1[cH:24][n:25][c:26]2[cH:27][cH:28][cH:29][cH:30][c:31]2[cH:32]1.[CH2:34]1[O:35][CH2:36][CH2:37][CH2:38]1.[CH2:39]1[O:40][CH2:41][CH2:42][CH2:43]1.[CH3:1][O:2][N:3]([C:4]([CH:5]([CH3:6])[NH:7][C:8]([O:9][C:10]([CH3:11])([CH3:12])[CH3:13])=[O:14])=[O:15])[CH3:16].[CH3:44][CH2:45][CH2:46][CH2:47][CH2:48][CH3:49].[CH3:50][CH2:51][O:52][C:53]([CH3:54])=[O:55].[CH:18]([Mg+:19])([CH3:20])[CH3:21].[Cl-:17].[ClH:33]>>[C:4]([CH:5]([CH3:6])[NH:7][C:8]([O:9][C:10]([CH3:11])([CH3:12])[CH3:13])=[O:14])(=[O:15])[c:23]1[cH:24][n:25][c:26]2[cH:27][cH:28][cH:29][cH:30][c:31]2[cH:32]1. Reactants: C(C)(=O)O (Acetic acid), C(#N)C=1C=NC2=CC(=CC(=C2C1O)OC1CCOCC1)F (3-cyano-7-fluoro-4-hydroxy-5-(tetrahydro-2H-pyran-4-yloxy)quinoline), N1(CCOCC1)CCCO (3-morpholin-4-ylpropan-1-ol), CC(C)([O-])C.[K+] (potassium tert-butoxide). Solvent: CS(=O)C (dimethyl sulphoxide), O (water). Conditions: temperature 60 celsius. Product: C(#N)C=1C=NC2=CC(=CC(=C2C1O)OC1CCOCC1)OCCCN1CCOCC1 (3-cyano-4-hydroxy-7-(3-morpholin-4-ylpropoxy)-5-(tetrahydro-2H-pyran-4-yloxy)quinoline). Yield: 43.6%. As a reaction SMILES: [C:1]([C:3]1[CH:4]=[N:5][C:6]2[C:11]([C:12]=1[OH:13])=[C:10]([O:14][CH:15]1[CH2:20][CH2:19][O:18][CH2:17][CH2:16]1)[CH:9]=[C:8](F)[CH:7]=2)#[N:2].[N:22]1([CH2:28][CH2:29][CH2:30][OH:31])[CH2:27][CH2:26][O:25][CH2:24][CH2:23]1.CC(C)([O-])C.[K+].C(O)(=O)C>CS(C)=O.O>[C:1]([C:3]1[CH:4]=[N:5][C:6]2[C:11]([C:12]=1[OH:13])=[C:10]([O:14][CH:15]1[CH2:20][CH2:19][O:18][CH2:17][CH2:16]1)[CH:9]=[C:8]([O:31][CH2:30][CH2:29][CH2:28][N:22]1[CH2:27][CH2:26][O:25][CH2:24][CH2:23]1)[CH:7]=2)#[N:2] |f:2.3|. Procedure: A mixture of 3-cyano-7-fluoro-4-hydroxy-5-(tetrahydro-2H-pyran-4-yloxy)quinoline (864 mg), 3-morpholin-4-ylpropan-1-ol (876 mg) and potassium tert-butoxide (1.0M solution in tetrahydrofuran; 9.0 ml) in anhydrous dimethyl sulphoxide (30 ml) was heated at 60° C. for 8 hours. The solution was cooled and then diluted with water (120 ml). Acetic acid was added until pH5 was reached. The solution was pumped onto a cation exchange cartridge (Waters Oasis MCX 6.0 g) and washed on with water. The column ...